The task is: describe an organic reaction: reactants, conditions, products, and yield. This data is from the Open Reaction Database (ORD), a public repository of structured organic reaction records. The reactants are solution, Mg THF, Mg, OC=1C=CC(=NC1)C(=O)N(C)OC (5-Hydroxy-N-methoxy-N-methylpicolinamide), BrC1=CC=C(OCCN(C(OC(C)(C)C)=O)C)C=C1 (tert-butyl 2-(4-bromophenoxy)ethyl(methyl)carbamate), II (Iodine), C(C)Br (ethyl bromide), BrC1=CC=C(OCCN(C(OC(C)(C)C)=O)C)C=C1 (Tert-butyl 2-(4-bromophenoxy)ethyl(methyl)carbamate). Solvent: C1CCOC1 (THF), C1CCOC1 (THF), C1CCOC1 (THF). Run at temperature 55 celsius, time 30 minute. Product: OC=1C=CC(=NC1)C(=O)C1=CC=C(OCCN(C(OC(C)(C)C)=O)C)C=C1 (tert-butyl 2-(4-(5-hydroxypicolinoyl)phenoxy)ethyl-(methyl)carbamate). As a reaction SMILES: II.C(Br)C.Br[C:7]1[CH:24]=[CH:23][C:10]([O:11][CH2:12][CH2:13][N:14]([CH3:22])[C:15](=[O:21])[O:16][C:17]([CH3:20])([CH3:19])[CH3:18])=[CH:9][CH:8]=1.[OH:25][C:26]1[CH:27]=[CH:28][C:29]([C:32](N(OC)C)=[O:33])=[N:30][CH:31]=1>C1COCC1>[OH:25][C:26]1[CH:27]=[CH:28][C:29]([C:32]([C:7]2[CH:24]=[CH:23][C:10]([O:11][CH2:12][CH2:13][N:14]([CH3:22])[C:15](=[O:21])[O:16][C:17]([CH3:20])([CH3:19])[CH3:18])=[CH:9][CH:8]=2)=[O:33])=[N:30][CH:31]=1. Procedure: Mg (3.5 eq) was added to a 3-neck round bottom flask containing 50 mL anhydrous THF. The mixture was heated to 55° C. Iodine chips (2 grains) were added in one lot followed by addition of 0.1 mL ethyl bromide. Tert-butyl 2-(4-bromophenoxy)ethyl(methyl)carbamate (3.0 eq) was dissolved in 30 mL anhydrous THF, 3 mL of this solution was added at once to Mg-THF suspension. The reaction was initiated after 30 min and reflux started. The remaining solution of tert-butyl 2-(4-bromophenoxy)ethyl(methyl)c...